This data is from the Open Reaction Database (ORD), a public repository of structured organic reaction records. The task is: describe an organic reaction: reactants, conditions, products, and yield The reactants are CC(C)(CNc1c([N+](=O)[O-])cnc2ccccc12)NS(C)(=O)=O, CC#N. Yields the product CC(C)(CNc1c(N)cnc2ccccc12)NS(C)(=O)=O. RXN SMILES: [CH3:1][C:2]([CH2:3][NH:4][c:5]1[c:6]([N+:15]([O-:16])=[O:17])[cH:7][n:8][c:9]2[cH:10][cH:11][cH:12][cH:13][c:14]12)([CH3:18])[NH:19][S:20](=[O:21])(=[O:22])[CH3:23].[CH3:24][C:25]#[N:26]>>[CH3:1][C:2]([CH2:3][NH:4][c:5]1[c:6]([NH2:15])[cH:7][n:8][c:9]2[cH:10][cH:11][cH:12][cH:13][c:14]12)([CH3:18])[NH:19][S:20](=[O:21])(=[O:22])[CH3:23]. Starting materials: C(CC)(=O)NC1=CC=C(C=CC(=O)OCC)C=C1 (ethyl 4-propionamidocinnamate), IC (iodomethane), O (water), [H-].[Na+] (sodium hydride). Solvent: CN(C=O)C (dimethylformamide), CN(C=O)C (dimethylformamide), CN(C=O)C (dimethylformamide). Conditions: time 1 hour. Product: CN(C(CC)=O)C1=CC=C(C=CC(=O)OCC)C=C1 (ethyl 4-(N-methylpropionamido)cinnamate). Yield: 99.4%. Reaction SMILES: [H-].[Na+].[C:3]([NH:7][C:8]1[CH:20]=[CH:19][C:11]([CH:12]=[CH:13][C:14]([O:16][CH2:17][CH3:18])=[O:15])=[CH:10][CH:9]=1)(=[O:6])[CH2:4][CH3:5].I[CH3:22].O>CN(C)C=O>[CH3:22][N:7]([C:8]1[CH:20]=[CH:19][C:11]([CH:12]=[CH:13][C:14]([O:16][CH2:17][CH3:18])=[O:15])=[CH:10][CH:9]=1)[C:3](=[O:6])[CH2:4][CH3:5] |f:0.1|. Procedure details: To a suspension of sodium hydride (60% active, 31 mg) in dimethylformamide (1 ml) was added a solution of ethyl 4-propionamidocinnamate (160 mg) in dimethylformamide (2 ml) at ambient temperature under nitrogen atmosphere. The mixture was stirred for 1 hour at same temperature, and a solution of iodomethane (111 mg) in dimethylformamide (2 ml) was added thereto. The reaction mixture was stirred at same temperature for 2 hours, poured into water, and extracted with ethyl acetate. The organic laye...